Dataset: the Open Reaction Database (ORD), a public repository of structured organic reaction records. Task: describe an organic reaction: reactants, conditions, products, and yield Reactants: CC1C(=O)NCCN1c1ccc([N+](=O)[O-])c(C(F)(F)F)c1, CO, [Pd]. The product is CC1C(=O)NCCN1c1ccc(N)c(C(F)(F)F)c1. As a reaction SMILES: [CH3:1][CH:2]1[C:3](=[O:21])[NH:4][CH2:5][CH2:6][N:7]1[c:8]1[cH:9][c:10]([C:17]([F:18])([F:19])[F:20])[c:11]([N+:14]([O-:15])=[O:16])[cH:12][cH:13]1.[CH3:22][OH:23].[Pd:24]>>[CH3:1][CH:2]1[C:3](=[O:21])[NH:4][CH2:5][CH2:6][N:7]1[c:8]1[cH:9][c:10]([C:17]([F:18])([F:19])[F:20])[c:11]([NH2:14])[cH:12][cH:13]1. Reactants: CC(C)(C)OC(=O)CBr, FC(F)(F)c1n[nH]c2c1CCCC2, [H-], [Na+], CN(C)C=O, O. The product is CC(C)(C)OC(=O)Cn1nc(C(F)(F)F)c2c1CCCC2. Reaction SMILES: [Br:16][CH2:17][C:18](=[O:19])[O:20][C:21]([CH3:22])([CH3:23])[CH3:24].[F:3][C:4]([c:5]1[n:6][nH:7][c:8]2[c:13]1[CH2:12][CH2:11][CH2:10][CH2:9]2)([F:14])[F:15].[H-:1].[Na+:2].[O:26]=[CH:27][N:28]([CH3:29])[CH3:30].[OH2:25]>>[F:3][C:4]([c:5]1[n:6][n:7]([CH2:17][C:18](=[O:19])[O:20][C:21]([CH3:22])([CH3:23])[CH3:24])[c:8]2[c:13]1[CH2:12][CH2:11][CH2:10][CH2:9]2)([F:14])[F:15]. The reactants are C(\C=C/C(=O)O)(=O)O (maleic acid), N1C=C(C2=CC=CC=C12)C1CCN(CC1)CCC1=CC(NC2=CC=CC=C12)=O (4-[2-[4-(1H-indole-3-yl)-1-piperidinyl]ethyl]-2(1H)-quinolinone). Product: C(\C=C/C(=O)O)(=O)O.N1C=C(C2=CC=CC=C12)C1CCN(CC1)CCC1=CC(NC2=CC=CC=C12)=O (4-[2-[4-(1H-indole-3-yl)-1-piperidinyl]ethyl]-2(1H)-quinolinone maleate). Procedure details: A mixture of 4-[2-[4-(1H-indole-3-yl)-1-piperidinyl]ethyl]-2(1H)-quinolinone (III-2) (500 mg, 1.35 mmol) in methanol (15 ml) and tetrahydrofuran (25 ml) was refluxed until solids were dissolved. Under the same conditions, maleic acid (172.9 mg, 1.49 mmol) in methanol (10 ml) was added thereto and then the solvent was distilled off from the reaction mixture. The residue was crystallized with acetone and then recrystallized from acetone-methanol to give the desired product (III'-2-b) (404 mg) as p... Reaction SMILES: [NH:1]1[C:9]2[C:4](=[CH:5][CH:6]=[CH:7][CH:8]=2)[C:3]([CH:10]2[CH2:15][CH2:14][N:13]([CH2:16][CH2:17][C:18]3[C:27]4[C:22](=[CH:23][CH:24]=[CH:25][CH:26]=4)[NH:21][C:20](=[O:28])[CH:19]=3)[CH2:12][CH2:11]2)=[CH:2]1.[C:29]([OH:36])(=[O:35])/[CH:30]=[CH:31]\[C:32]([OH:34])=[O:33]>CO.O1CCCC1>[C:29]([OH:36])(=[O:35])/[CH:30]=[CH:31]\[C:32]([OH:34])=[O:33].[NH:1]1[C:9]2[C:4](=[CH:5][CH:6]=[CH:7][CH:8]=2)[C:3]([CH:10]2[CH2:15][CH2:14][N:13]([CH2:16][CH2:17][C:18]3[C:27]4[C:22](=[CH:23][CH:24]=[CH:25][CH:26]=4)[NH:21][C:20](=[O:28])[CH:19]=3)[CH2:12][CH2:11]2)=[CH:2]1 |f:4.5|. The yield is 61.4%. Run in CO (methanol), CO (methanol), O1CCCC1 (tetrahydrofuran). Reactants: C(C1=CC=CC=C1)N1CCC2=NC=3C=CC=CC3C(=C2CC1)O (3-benzyl-11-hydroxy-1,2,4,5-tetrahydro-3H-azepino[4,5-b]quinoline), ClC(=O)OCC (ethyl chloroformate). Product: C(C)OC(=O)N1CCC2=NC=3C=CC=CC3C(=C2CC1)O (11-Hydroxy-1,2,4,5-tetrahydro-3-azepino[4,5-b]quinoline-carboxylic acid ethyl ester). Yield: 20.0%. As a reaction SMILES: C([N:8]1[CH2:22][CH2:21][C:20]2[C:11](=[N:12][C:13]3[CH:14]=[CH:15][CH:16]=[CH:17][C:18]=3[C:19]=2[OH:23])[CH2:10][CH2:9]1)C1C=CC=CC=1.Cl[C:25]([O:27][CH2:28][CH3:29])=[O:26]>>[CH2:28]([O:27][C:25]([N:8]1[CH2:22][CH2:21][C:20]2[C:11](=[N:12][C:13]3[CH:14]=[CH:15][CH:16]=[CH:17][C:18]=3[C:19]=2[OH:23])[CH2:10][CH2:9]1)=[O:26])[CH3:29]. Reported procedure: 11-Hydroxy-1,2,4,5-tetrahydro-3-azepino[4,5-b]quinoline-carboxylic acid ethyl ester was prepared analogous to Example 101 from 3-benzyl-11-hydroxy-1,2,4,5-tetrahydro-3H-azepino[4,5-b]quinoline and ethyl chloroformate. The reactants are BrC1=CN=C(S1)C=1C=CC2=C(CC3CCC(C2)C32NS(N(C2)CC(F)(F)F)(=O)=O)C1 (2′,3′,4′,5,5′,6,7,8,9,10-Decahydro-2-(5-bromothiazol-2-yl)-5′-(2,2,2-trifluoroethyl)-spiro[6,9-methanobenzocyclooctene-11,3′-[1,2,5]thiadiazole]1′,1′-dioxide), N1=CC(=CC=C1)B(O)O (3-pyridylboronic acid). Yields the product N1=CC(=CC=C1)C1=CN=C(S1)C=1C=CC2=C(CC3CCC(C2)C32NS(N(C2)CC(F)(F)F)(=O)=O)C1 (2′,3′,4′,5,5′,6,7,8,9,10-Decahydro-2-(5-(3-pyridyl)-thiazol-2-yl)-5′-(2,2,2-trifluoroethyl)-spiro[6,9-methanobenzocyclooctene-11,3′-[1,2,5]thiadiazole]1′,1′-dioxide). RXN SMILES: Br[C:2]1[S:6][C:5]([C:7]2[CH:8]=[CH:9][C:10]3[CH2:17][CH:16]4[C:18]5([CH2:22][N:21]([CH2:23][C:24]([F:27])([F:26])[F:25])[S:20](=[O:29])(=[O:28])[NH:19]5)[CH:13]([CH2:14][CH2:15]4)[CH2:12][C:11]=3[CH:30]=2)=[N:4][CH:3]=1.[N:31]1[CH:36]=[CH:35][CH:34]=[C:33](B(O)O)[CH:32]=1>>[N:31]1[CH:36]=[CH:35][CH:34]=[C:33]([C:2]2[S:6][C:5]([C:7]3[CH:8]=[CH:9][C:10]4[CH2:17][CH:16]5[C:18]6([CH2:22][N:21]([CH2:23][C:24]([F:27])([F:26])[F:25])[S:20](=[O:29])(=[O:28])[NH:19]6)[CH:13]([CH2:14][CH2:15]5)[CH2:12][C:11]=4[CH:30]=3)=[N:4][CH:3]=2)[CH:32]=1. Procedure: Prepared using the bromide from Example 36 Step 2 and 3-pyridylboronic acid by the method described for Example 36 Step 3. MS (ES+) 521 ([MH]+). Starting materials: CC(C)(C)N(Cc1cccc(Nc2ncnc3[nH]cc(C(=O)c4ccccc4)c23)c1)C(=O)[O-], Cl, C1COCCO1. As a reaction SMILES: [C:1]([N:5]([C:2](=[O:3])[O-:4])[CH2:9][c:10]1[cH:11][c:12]([NH:16][c:17]2[c:18]3[c:19]([n:20][cH:21][n:22]2)[nH:23][cH:24][c:25]3[C:26]([c:27]2[cH:28][cH:29][cH:30][cH:31][cH:32]2)=[O:33])[cH:13][cH:14][cH:15]1)([CH3:6])([CH3:7])[CH3:8].[ClH:34].[O:35]1[CH2:36][CH2:37][O:38][CH2:39][CH2:40]1>>[NH2:5][CH2:9][c:10]1[cH:11][c:12]([NH:16][c:17]2[c:18]3[c:19]([n:20][cH:21][n:22]2)[nH:23][cH:24][c:25]3[C:26]([c:27]2[cH:28][cH:29][cH:30][cH:31][cH:32]2)=[O:33])[cH:13][cH:14][cH:15]1. Product: NCc1cccc(Nc2ncnc3[nH]cc(C(=O)c4ccccc4)c23)c1. The reactants are CCOCC, Fc1cccc(CC2CCNCC2)c1, O=C1Cc2cc(NC(=O)C(=O)O)ccc2N1. The product is O=C1Cc2cc(NC(=O)C(=O)N3CCC(Cc4cccc(F)c4)CC3)ccc2N1. As a reaction SMILES: [CH2:31]([O:32][CH2:33][CH3:34])[CH3:35].[F:17][c:18]1[cH:19][c:20]([CH2:21][CH:22]2[CH2:23][CH2:24][NH:25][CH2:26][CH2:27]2)[cH:28][cH:29][cH:30]1.[O:1]=[C:2]1[NH:3][c:4]2[cH:5][cH:6][c:7]([NH:11][C:12]([C:13](=[O:14])[OH:15])=[O:16])[cH:8][c:9]2[CH2:10]1>>[O:1]=[C:2]1[NH:3][c:4]2[cH:5][cH:6][c:7]([NH:11][C:12]([C:13](=[O:15])[N:25]3[CH2:24][CH2:23][CH:22]([CH2:21][c:20]4[cH:19][c:18]([F:17])[cH:30][cH:29][cH:28]4)[CH2:27][CH2:26]3)=[O:16])[cH:8][c:9]2[CH2:10]1. Starting materials: [BH4-], CC(=O)O, CO, CC(C)OCN1C(=O)C2=C(CN)C=NC2=NC1N, [Na+], O=C1CCCC1. The product is CC(C)OCN1C(=O)C2=C(CNC3CCCC3)C=NC2=NC1N. As a reaction SMILES: [BH4-:25].[CH3:27][C:28](=[O:29])[OH:30].[CH3:31][OH:32].[NH2:1][CH:2]1[N:3]([CH2:14][O:15][CH:16]([CH3:17])[CH3:18])[C:4](=[O:13])[C:5]2=[C:10]([CH2:11][NH2:12])[CH:9]=[N:8][C:6]2=[N:7]1.[Na+:26].[O:19]=[C:20]1[CH2:21][CH2:22][CH2:23][CH2:24]1>>[NH2:1][CH:2]1[N:3]([CH2:14][O:15][CH:16]([CH3:17])[CH3:18])[C:4](=[O:13])[C:5]2=[C:10]([CH2:11][NH:12][CH:20]3[CH2:21][CH2:22][CH2:23][CH2:24]3)[CH:9]=[N:8][C:6]2=[N:7]1. The reactants are C(C1=CC=CC=C1)OC1=C(C=C(C=C1)Br)CBr (2-bromomethyl-4-bromophenyl benzyl ether), [C-]#N.[Na+] (NaCN), [C-]#N.[Na+] (NaCN). Solvent: O (water), CN(C)C=O (DMF). Run at time 16 hour. Product: C(C1=CC=CC=C1)OC1=C(C=C(C=C1)Br)CC#N (4-bromo-2-cyanomethylphenyl benzyl ether). Isolated yield 56.7%. RXN SMILES: [CH2:1]([O:8][C:9]1[CH:14]=[CH:13][C:12]([Br:15])=[CH:11][C:10]=1[CH2:16]Br)[C:2]1[CH:7]=[CH:6][CH:5]=[CH:4][CH:3]=1.[C-:18]#[N:19].[Na+]>CN(C=O)C.O>[CH2:1]([O:8][C:9]1[CH:14]=[CH:13][C:12]([Br:15])=[CH:11][C:10]=1[CH2:16][C:18]#[N:19])[C:2]1[CH:7]=[CH:6][CH:5]=[CH:4][CH:3]=1 |f:1.2|. Reported procedure: A mixture of 2-bromomethyl-4-bromophenyl benzyl ether (0.28 moles) and NaCN (16 g) in DMF (200 ml) was stirred at ambient temperature for 16 hours, then heated at 100° C. for 5 hours. A further 2 g of NaCN was added and the reaction heated for 5 hours at 100° C. The mixture was diluted with water (200 ml) and stirred (1 hour). The resulting solid was filtered off and recrystallised from methanol to give 4-bromo-2-cyanomethylphenyl benzyl ether (48 g) mpt. 75°-76° C. Reactants: C(C=1C(O)=CC=CC1)(=O)NN (salicoylhydrazine), ClC(C(OC)=N)(Cl)Cl (methyl 2,2,2-trichloroacetimidate). Conditions: time 16 hour. Product: ClC(C(=N)NNC(C=1C(O)=CC=CC1)=O)(Cl)Cl (1-Trichloroacetimidoyl-2-Salicoylhydrazine). Isolated yield 100.0%. As a reaction SMILES: [C:1]([NH:10][NH2:11])(=[O:9])[C:2]1[C:3](=[CH:5][CH:6]=[CH:7][CH:8]=1)[OH:4].[Cl:12][C:13]([Cl:19])([Cl:18])[C:14](=[NH:17])OC>>[Cl:12][C:13]([Cl:19])([Cl:18])[C:14]([NH:11][NH:10][C:1](=[O:9])[C:2]1[C:3](=[CH:5][CH:6]=[CH:7][CH:8]=1)[OH:4])=[NH:17]. Procedure: A mixture of 3.8 g (0.025 mole) salicoylhydrazine and 10 ml (14.3 g, 0.08 mole) methyl 2,2,2-trichloroacetimidate was stirred 16 hours at room temperature. The solid that formed was washed with petroleum ether and dried to give 7.5 g (100% Yield; mp 168°-169° C.). The structure was confirmed via infrared and elemental analysis.